Dataset: the Open Reaction Database (ORD), a public repository of structured organic reaction records. Task: describe an organic reaction: reactants, conditions, products, and yield The reactants are camphorsulfonyl chloride, N (ammonia), [C@]12(C(=O)CC(CC1)C2(C)C)CS(=O)(=O)O ((1S)-(+)-10-camphorsulfonic acid), S(=O)(Cl)Cl (thionyl chloride). Reagents/catalysts: CN(C=O)C (N,N-Dimethylformamide). The solvent is C1(=CC=CC=C1)C (toluene), C1(=CC=CC=C1)C (toluene), C1(=CC=CC=C1)C (toluene). Run at temperature 80 celsius, time 2 hour. Yields the product CC1(C23CS(N=C2CC1CC3)(=O)=O)C ((−)-10,10-dimethyl-3-thia-4-azatricyclo[5.2.1.01,5]dec-4-ene 3,3-dioxide). Isolated yield 101.5%. Reaction SMILES: [C@:1]12([CH2:11][S:12]([OH:15])(=O)=[O:13])[C:8]([CH3:10])([CH3:9])[CH:5]([CH2:6][CH2:7]1)[CH2:4][C:2]2=O.S(Cl)(Cl)=O.[NH3:20]>C1(C)C=CC=CC=1.CN(C)C=O>[CH3:9][C:8]1([CH3:10])[CH:5]2[CH2:6][CH2:7][C:1]31[C:2]([CH2:4]2)=[N:20][S:12](=[O:15])(=[O:13])[CH2:11]3. Reported procedure: N,N-Dimethylformamide (230 g) and (1S)-(+)-10-camphorsulfonic acid (190 kg, 818 mol) were added to toluene (190 L), and thionyl chloride (116.8 kg, 982 mol) was added in a thin stream at 70° C.-80° C. over 2 h, and the mixture was stirred at the same temperature for 2 h. The obtained solution of camphorsulfonyl chloride in toluene was added dropwise at −10° C. to 25° C. over 3 h to a mixture of 28 wt % aqueous ammonia (248.7 kg, 4.1 kmol) and toluene (277 L), which mixture had been separately pr... The reactants are COC(C(CC1CCCC1)C1=CC=C(C=C1)I)=O (3-cyclopentyl-2-(4-iodo-phenyl)-propionic acid methyl ester), C[Si](C)(C)C#C (trimethylsilyl acetylene). Reagents/catalysts: C1=CC=C(C=C1)P(C2=CC=CC=C2)C3=CC=CC=C3.C1=CC=C(C=C1)P(C2=CC=CC=C2)C3=CC=CC=C3.Cl[Pd]Cl (bis(triphenylphosphine)palladium (II) chloride), [I-] (iodide), C(C)N(CC)CC (triethylamine). Solvent: CN(C=O)C (N,N-dimethylformamide). Conditions: temperature 70 celsius. The product is hexanes ethyl acetate, COC(C(CC1CCCC1)C1=CC=C(C=C1)C#C[Si](C)(C)C)=O (3-cyclopentyl-2-(4-trimethylsilanylethynyl-phenyl)-propionic acid methyl ester). The yield is 93.6%. RXN SMILES: [CH3:1][O:2][C:3](=[O:18])[CH:4]([C:11]1[CH:16]=[CH:15][C:14](I)=[CH:13][CH:12]=1)[CH2:5][CH:6]1[CH2:10][CH2:9][CH2:8][CH2:7]1.[CH3:19][Si:20]([C:23]#[CH:24])([CH3:22])[CH3:21]>CN(C)C=O.C1C=CC(P(C2C=CC=CC=2)C2C=CC=CC=2)=CC=1.C1C=CC(P(C2C=CC=CC=2)C2C=CC=CC=2)=CC=1.Cl[Pd]Cl.C(N(CC)CC)C.[I-]>[CH3:1][O:2][C:3](=[O:18])[CH:4]([C:11]1[CH:16]=[CH:15][C:14]([C:24]#[C:23][Si:20]([CH3:22])([CH3:21])[CH3:19])=[CH:13][CH:12]=1)[CH2:5][CH:6]1[CH2:10][CH2:9][CH2:8][CH2:7]1 |f:3.4.5|. Procedure: A solution of 3-cyclopentyl-2-(4-iodo-phenyl)-propionic acid methyl ester (716 mg, 2.0 mmol) and triethylamine (2 mL, 0.01 mmol) in N,N-dimethylformamide (2 mL) was treated with trimethylsilyl acetylene (0.71 mL, 5.0 mmol). The resulting reaction mixture was degassed with argon and then treated with cooper iodide (10 mg, 0.05 mmol) and bis(triphenylphosphine)palladium (II) chloride (15 mg, 0.02 mmol). The reaction was then heated at 70° C. for 24 h. At this time, the reaction was cooled to 25° C... Starting materials: BrC(C1=CC(=CC=C1)OC1=CC=C(C=C1)F)Br (1-Dibromomethyl-3-(4-fluorophenoxy)benzene), C([O-])([O-])=O.[Ca+2] (calcium carbonate). Solvent: C(C)O (ethanol), O (water). Product: FC1=CC=C(OC=2C=C(C=O)C=CC2)C=C1 (3-(4-Fluorophenoxy)benzaldehyde). The yield is 92.4%. RXN SMILES: Br[CH:2](Br)[C:3]1[CH:8]=[CH:7][CH:6]=[C:5]([O:9][C:10]2[CH:15]=[CH:14][C:13]([F:16])=[CH:12][CH:11]=2)[CH:4]=1.C(=O)([O-])[O-:19].[Ca+2]>C(O)C.O>[F:16][C:13]1[CH:14]=[CH:15][C:10]([O:9][C:5]2[CH:4]=[C:3]([CH:8]=[CH:7][CH:6]=2)[CH:2]=[O:19])=[CH:11][CH:12]=1 |f:1.2|. Procedure: A solution of the product of step (b) (16.04 g) in a mixture of ethanol (100 ml) and water (25 ml) was treated with precipitated calcium carbonate (13.37 g) and the mixture refluxed for 20 hours. After cooling, the mixture was filtered, the filtrate stripped, and the residue taken up in 2 M aqu. HCl (100 ml) and extracted with ether (200 ml). The extract was washed with water (100 ml), dried over Na2SO4 and stripped to give a pale yellow oil which was distilled under reduced pressure to give the... Starting materials: COc1ccc(N)cc1, CN1C(=O)N(c2c(Cl)cccc2Cl)Cc2cnc(S(C)(=O)=O)nc21, Cl. The product is COc1ccc(Nc2ncc3c(n2)N(C)C(=O)N(c2c(Cl)cccc2Cl)C3)cc1. Reaction SMILES: [CH3:25][O:26][c:27]1[cH:28][cH:29][c:30]([NH2:31])[cH:32][cH:33]1.[Cl:1][c:2]1[c:3]([N:9]2[C:10](=[O:24])[N:11]([CH3:23])[c:12]3[n:13][c:14]([S:19]([CH3:20])(=[O:21])=[O:22])[n:15][cH:16][c:17]3[CH2:18]2)[c:4]([Cl:8])[cH:5][cH:6][cH:7]1.[ClH:34]>>[Cl:1][c:2]1[c:3]([N:9]2[C:10](=[O:24])[N:11]([CH3:23])[c:12]3[n:13][c:14]([NH:31][c:30]4[cH:29][cH:28][c:27]([O:26][CH3:25])[cH:33][cH:32]4)[n:15][cH:16][c:17]3[CH2:18]2)[c:4]([Cl:8])[cH:5][cH:6][cH:7]1. Reactants: BrC1=C(C=CC(=C1)C(F)(F)F)N1C2=C(OCC1)C=C(C=C2)S(=O)(=O)NC2=CN=CS2 (4-(2-bromo-4-(trifluoromethyl)phenyl)-N-(thiazol-5-yl)-3,4-dihydro-2H-benzo[b][1,4]oxazine-7-sulfonamide), CC1(OB(OC1(C)C)C1=CCN(CC1)C(=O)OC(C)(C)C)C (tert-butyl 4-(4,4,5,5-tetramethyl-1,3,2-dioxaborolan-2-yl)-5,6-dihydropyridine-1(2 H)-carboxylate), Pd(AmPhos2)Cl2, P(=O)([O-])([O-])[O-].[K+].[K+].[K+] (potassium phosphate), C(=O)(C(F)(F)F)O (TFA). Run in O (water), O1CCOCC1 (Dioxane). Run at temperature 50 celsius, time 1 hour. The product is FC(C(=O)O)(F)F.N1CCC(=CC1)C1=C(C=CC(=C1)C(F)(F)F)N1C2=C(OCC1)C=C(C=C2)S(=O)(=O)NC2=CN=CS2 (4-(2-(1,2,3,6-tetrahydropyridin-4-yl)-4-(trifluoromethyl)phenyl)-N-(thiazol-5-yl)-3,4-dihydro-2H-benzo[b][1,4]oxazine-7-sulfonamide 2,2,2-trifluoroacetate). Isolated yield 74.0%. As a reaction SMILES: Br[C:2]1[CH:7]=[C:6]([C:8]([F:11])([F:10])[F:9])[CH:5]=[CH:4][C:3]=1[N:12]1[CH2:17][CH2:16][O:15][C:14]2[CH:18]=[C:19]([S:22]([NH:25][C:26]3[S:30][CH:29]=[N:28][CH:27]=3)(=[O:24])=[O:23])[CH:20]=[CH:21][C:13]1=2.CC1(C)C(C)(C)OB([C:39]2[CH2:44][CH2:43][N:42](C(OC(C)(C)C)=O)[CH2:41][CH:40]=2)O1.P([O-])([O-])([O-])=O.[K+].[K+].[K+].[C:61]([OH:67])([C:63]([F:66])([F:65])[F:64])=[O:62]>O.O1CCOCC1>[F:64][C:63]([F:66])([F:65])[C:61]([OH:67])=[O:62].[NH:42]1[CH2:41][CH:40]=[C:39]([C:2]2[CH:7]=[C:6]([C:8]([F:11])([F:10])[F:9])[CH:5]=[CH:4][C:3]=2[N:12]2[CH2:17][CH2:16][O:15][C:14]3[CH:18]=[C:19]([S:22]([NH:25][C:26]4[S:30][CH:29]=[N:28][CH:27]=4)(=[O:24])=[O:23])[CH:20]=[CH:21][C:13]2=3)[CH2:44][CH2:43]1 |f:2.3.4.5,9.10|. Procedure: A microwave vial was charged with 4-(2-bromo-4-(trifluoromethyl)phenyl)-N-(thiazol-5-yl)-3,4-dihydro-2H-benzo[b][1,4]oxazine-7-sulfonamide (0.076 g, 0.146 mmol), tert-butyl 4-(4,4,5,5-tetramethyl-1,3,2-dioxaborolan-2-yl)-5,6-dihydropyridine-1(2 H)-carboxylate (0.068 g, 0.219 mmol), Pd(AmPhos2)Cl2 (10.34 mg, 0.015 mmol), and potassium phosphate (0.093 g, 0.438 mmol). Dioxane (0.649 mL) and water (0.325 mL) were added, the vial was flushed with argon and sealed, and microwaved at 100° C. for 30 mi...